Dataset: the Open Reaction Database (ORD), a public repository of structured organic reaction records. Task: describe an organic reaction: reactants, conditions, products, and yield Reactants: C1CC(=O)N(C1=O)Br (NBS), C(CCC)C1=NC=2N(C(=C1)OCC1=CC=NC=C1)N=CC2 (5-n-butyl-7-(4-pyridylmethoxy)pyrazolo[1,5-a]pyrimidine), O (water). The solvent is COCCOC.O (DME water). Conditions: time 1 hour. Yields the product BrC=1C=NN2C1N=C(C=C2OCC2=CC=NC=C2)CCCC (3-bromo-5-n-butyl-7-(4-pyridylmethoxy)pyrazolo[1,5-a]pyrimidine). Yield: 93.8%. Reaction SMILES: C1C(=O)N([Br:8])C(=O)C1.[CH2:9]([C:13]1[CH:18]=[C:17]([O:19][CH2:20][C:21]2[CH:26]=[CH:25][N:24]=[CH:23][CH:22]=2)[N:16]2[N:27]=[CH:28][CH:29]=[C:15]2[N:14]=1)[CH2:10][CH2:11][CH3:12].O>COCCOC.O>[Br:8][C:29]1[CH:28]=[N:27][N:16]2[C:17]([O:19][CH2:20][C:21]3[CH:26]=[CH:25][N:24]=[CH:23][CH:22]=3)=[CH:18][C:13]([CH2:9][CH2:10][CH2:11][CH3:12])=[N:14][C:15]=12 |f:3.4|. Procedure: NBS (0.38 g) was added to a solution of 0.5 g of 5-n-butyl-7-(4-pyridylmethoxy)pyrazolo[1,5-a]pyrimidine in 10 ml of DME-water (3:1) at 0° C. and stirred for 1 hour. The mixture was stirred at room temperature for another 2 hours to allow the reaction to proceed. Some water was added to the reaction mixture, and the crystals precipitated were collected by filtration to provide 0.6 g of the title compound as colorless crystals. The structure and melting point of the compound obtained are shown in... Reactants: C(#N)[BH3-].[Na+] (sodium cyanoborohydride), C(#N)C1=CC=C(C=O)C=C1 (4-cyanobenzaldehyde), N1CCOCC1 (morpholine), C(C)(=O)O (acetic acid). Run in ClCCCl (DCE). The product is N1(CCOCC1)CC1=CC=C(C#N)C=C1 (4-(Morpholin-4-ylmethyl)-benzonitrile). Yield: 79.2%. Reaction SMILES: [C:1]([C:3]1[CH:10]=[CH:9][C:6]([CH:7]=O)=[CH:5][CH:4]=1)#[N:2].[NH:11]1[CH2:16][CH2:15][O:14][CH2:13][CH2:12]1.C(O)(=O)C.C([BH3-])#N.[Na+]>ClCCCl>[N:11]1([CH2:7][C:6]2[CH:9]=[CH:10][C:3]([C:1]#[N:2])=[CH:4][CH:5]=2)[CH2:16][CH2:15][O:14][CH2:13][CH2:12]1 |f:3.4|. Reported procedure: Dissolve 4-cyanobenzaldehyde (5 g, 38.1 mmol), morpholine (4.15 g, 47.7 mmol) and acetic acid (2.2 mL, 38.1 mmol) in DCE (100 mL). Add sodium cyanoborohydride (3.59 g, 57.2 mmol), and stir the mixture overnight. Add water (100 mL), separate the layers and extract the aqueous layer with DCM (3×50 mL). Wash the combined organic extracts with brine, dry over Na2SO4, filter and concentrate in vacuo. Purify by chromatography on silica gel (80 g, pre-packed cartridge) eluting with hexane/EtOAc (1:0 to... Yields the product C1(=CC=C(C=C1)C[C@H](C[C@H](C(=O)O)C)NC(=O)C=1OC=C(C(C1)=O)OC)C1=CC=CC=C1 ((2R,4S)-5-Biphenyl-4-yl-4-[(5-methoxy-4-oxo-4H-pyran-2-carbonyl)-amino]-2-methyl-pentanoic acid). The solvent is C(Cl)Cl (methylene chloride), C(Cl)Cl (methylene chloride). Reaction conditions: time 18 hour. Starting materials: B(Cl)(Cl)Cl (BCl3), B(Cl)(Cl)Cl (BCl3), C(C1=CC=CC=C1)OC([C@@H](C[C@@H](CC1=CC=C(C=C1)C1=CC=CC=C1)NC(=O)C=1OC=C(C(C1)=O)OC)C)=O ((2R,4S)-5-biphenyl-4-yl-4-[(5-methoxy-4-oxo-4H-pyran-2-carbonyl)-amino]-2-methyl-pentanoic acid benzyl ester), B(Cl)(Cl)Cl (BCl3), solution. Procedure: Next, To a solution of (2R,4S)-5-biphenyl-4-yl-4-[(5-methoxy-4-oxo-4H-pyran-2-carbonyl)-amino]-2-methyl-pentanoic acid benzyl ester in methylene chloride (1 mL) is added BCl3 (0.12 mL of a 1M solution in methylene chloride) and the mixture is stirred at room temperature for 18 hours. An additional 0.12 mL of the BCl3 solution is added and stirring is continued for 5 hours. An additional 0.12 mL of the BCl3 solution is added and stirring is continued for 18 hours. The mixture is quenched with wat... RXN SMILES: C([O:8][C:9](=[O:39])[C@H:10]([CH3:38])[CH2:11][C@H:12]([NH:26][C:27]([C:29]1[O:30][CH:31]=[C:32]([O:36][CH3:37])[C:33](=[O:35])[CH:34]=1)=[O:28])[CH2:13][C:14]1[CH:19]=[CH:18][C:17]([C:20]2[CH:25]=[CH:24][CH:23]=[CH:22][CH:21]=2)=[CH:16][CH:15]=1)C1C=CC=CC=1.B(Cl)(Cl)Cl>C(Cl)Cl>[C:17]1([C:20]2[CH:21]=[CH:22][CH:23]=[CH:24][CH:25]=2)[CH:18]=[CH:19][C:14]([CH2:13][C@@H:12]([NH:26][C:27]([C:29]2[O:30][CH:31]=[C:32]([O:36][CH3:37])[C:33](=[O:35])[CH:34]=2)=[O:28])[CH2:11][C@@H:10]([CH3:38])[C:9]([OH:39])=[O:8])=[CH:15][CH:16]=1. Starting materials: CC#N, CCCCCl, Cc1cc(C)nc(N)n1, O=C=NS(=O)(=O)c1ccccc1-c1ccccc1, c1cncnc1. Yields the product Cc1cc(C)nc(NC(=O)NS(=O)(=O)c2ccccc2-c2ccccc2)n1. RXN SMILES: [CH3:39][C:40]#[N:41].[Cl:28][CH2:29][CH2:30][CH2:31][CH3:32].[NH2:1][c:2]1[n:3][c:4]([CH3:9])[cH:5][c:6]([CH3:8])[n:7]1.[c:10]1(-[c:22]2[cH:23][cH:24][cH:25][cH:26][cH:27]2)[c:11]([S:16](=[O:17])(=[O:18])[N:19]=[C:20]=[O:21])[cH:12][cH:13][cH:14][cH:15]1.[cH:33]1[cH:34][n:35][cH:36][n:37][cH:38]1>>[NH:1]([c:2]1[n:3][c:4]([CH3:9])[cH:5][c:6]([CH3:8])[n:7]1)[C:20]([NH:19][S:16]([c:11]1[c:10](-[c:22]2[cH:23][cH:24][cH:25][cH:26][cH:27]2)[cH:15][cH:14][cH:13][cH:12]1)(=[O:17])=[O:18])=[O:21]. Starting materials: CN(C)C=C1C(C2=C(N(CC1)C(C1=CC=C(C=C1)[N+](=O)[O-])=O)C=CC=N2)=O (8-[(dimethylamino)methylene]-5,6,7,8-tetrahydro-5-(4-nitrobenzoyl)-9H-pyrido[3,2-b]azepin-9-one), O.NN (hydrazine hydrate). Yields the product [N+](=O)([O-])C1=CC=C(C(=O)N2C3=C(C4=C(CC2)C=NN4)N=CC=C3)C=C1 (1,4,5,6-Tetrahydro-6-(4-nitrobenzoyl)pyrazolo[3,4-d]pyrido[3,2-b]azepine). RXN SMILES: C[N:2]([CH:4]=[C:5]1[CH2:11][CH2:10][N:9]([C:12](=[O:22])[C:13]2[CH:18]=[CH:17][C:16]([N+:19]([O-:21])=[O:20])=[CH:15][CH:14]=2)[C:8]2[CH:23]=[CH:24][CH:25]=[N:26][C:7]=2[C:6]1=O)C.O.[NH2:29]N>>[N+:19]([C:16]1[CH:17]=[CH:18][C:13]([C:12]([N:9]2[CH2:10][CH2:11][C:5]3[CH:4]=[N:2][NH:29][C:6]=3[C:7]3[N:26]=[CH:25][CH:24]=[CH:23][C:8]2=3)=[O:22])=[CH:14][CH:15]=1)([O-:21])=[O:20] |f:1.2|. Procedure: As described for Reference Example 223, 8-[(dimethylamino)methylene]-5,6,7,8-tetrahydro-5-(4-nitrobenzoyl)-9H-pyrido[3,2-b]azepin-9-one is reacted with hydrazine hydrate to give the product as a solid, m.p. 255°-256° C. The reactants are O=S(=O)([O-])CCCBr, O=C(O)C1CNCCN1, [Na+], [Na+], [OH-]. Yields the product O=C(O)C1CN(CCCS(=O)(=O)O)CCN1. Reaction SMILES: [Br:1][CH2:2][CH2:3][CH2:4][S:5](=[O:6])(=[O:7])[O-:8].[NH:10]1[CH:11]([C:16](=[O:17])[OH:18])[CH2:12][NH:13][CH2:14][CH2:15]1.[Na+:20].[Na+:9].[OH-:19]>>[CH2:2]([CH2:3][CH2:4][S:5](=[O:6])(=[O:7])[OH:8])[N:13]1[CH2:12][CH:11]([C:16](=[O:17])[OH:18])[NH:10][CH2:15][CH2:14]1. Isolated yield 110.3%. Reported procedure: To 3-(4-cyano-phenyl)-2-(R,S)-cyclohexyl-propionic acid (5 g, 19.43 mmol) and (cyclohexylmethyl-amino)-acetic acid tert-butyl ester (4.42 g, 19.43 mmol) in dimethylformamide (50 ml) were added TOTU (7.01 g, 21.37 mmol) and diisopropylethyl amine (2.51 g, 19.43 mmol) at −15° C. The mixture was stirred for 1 hour and then allowed to warm to room temperature. After evaporation, the residue was treated with sodium bicarbonate solution and extracted with ethyl acetate. The organic layer was evaporate... The reactants are C(#N)C1=CC=C(C=C1)CC(C(=O)O)C1CCCCC1 (3-(4-cyano-phenyl)-2-(R,S)-cyclohexyl-propionic acid), C(C)(C)(C)OC(CNCC1CCCCC1)=O ((cyclohexylmethyl-amino)-acetic acid tert-butyl ester), [B-](F)(F)(F)F.CCOC(=O)C(=NOC(=[N+](C)C)N(C)C)C#N (TOTU), C(C)(C)N(CC)C(C)C (diisopropylethyl amine). The solvent is CN(C=O)C (dimethylformamide). Yields the product C(C)(C)(C)OC(CN(CC1CCCCC1)C(C(CC1=CC=C(C=C1)C#N)C1CCCCC1)=O)=O ({[3-(4-Cyano-phenyl)-2-(R,S)-cyclohexyl-propionyl]-cyclohexylmethyl-amino}-acetic acid tert-butyl ester). Reaction conditions: time 1 hour. Reaction SMILES: [C:1]([C:3]1[CH:8]=[CH:7][C:6]([CH2:9][CH:10]([CH:14]2[CH2:19][CH2:18][CH2:17][CH2:16][CH2:15]2)[C:11]([OH:13])=O)=[CH:5][CH:4]=1)#[N:2].[C:20]([O:24][C:25](=[O:35])[CH2:26][NH:27][CH2:28][CH:29]1[CH2:34][CH2:33][CH2:32][CH2:31][CH2:30]1)([CH3:23])([CH3:22])[CH3:21].[B-](F)(F)(F)F.CCOC(C(C#N)=NOC(N(C)C)=[N+](C)C)=O.C(N(C(C)C)CC)(C)C>CN(C)C=O>[C:20]([O:24][C:25](=[O:35])[CH2:26][N:27]([C:11](=[O:13])[CH:10]([CH:14]1[CH2:19][CH2:18][CH2:17][CH2:16][CH2:15]1)[CH2:9][C:6]1[CH:5]=[CH:4][C:3]([C:1]#[N:2])=[CH:8][CH:7]=1)[CH2:28][CH:29]1[CH2:30][CH2:31][CH2:32][CH2:33][CH2:34]1)([CH3:23])([CH3:21])[CH3:22] |f:2.3|. Reactants: BrC=1C=CC=2C3=C(C(=NC2C1)N)N=C(N3CCCOC(C)C)COCC (7-Bromo-2-ethoxymethyl-1-(3-isopropoxypropyl)-1H-imidazo[4,5-c]quinolin-4-amine), N1C(C=CC=C1)=O (2(1H)-pyridone), CNCCNC (N,N′-dimethylethylenediamine), P(=O)([O-])([O-])[O-].[K+].[K+].[K+] (potassium phosphate). The reagents and catalysts are [Cu]I (copper(I) iodide). Solvent: O1CCOCC1 (dioxane). Run at temperature 110 celsius. Yields the product NC1=NC=2C=C(C=CC2C2=C1N=C(N2CCCOC(C)C)COCC)N2C(C=CC=C2)=O (1-[4-amino-2-ethoxymethyl-1-(3-isopropoxypropyl)-1H-imidazo[4,5-c]quinolin-7-yl]-1H-pyridin-2-one). Yield: 49.0%. Reaction SMILES: Br[C:2]1[CH:3]=[CH:4][C:5]2[C:6]3[N:15]([CH2:16][CH2:17][CH2:18][O:19][CH:20]([CH3:22])[CH3:21])[C:14]([CH2:23][O:24][CH2:25][CH3:26])=[N:13][C:7]=3[C:8]([NH2:12])=[N:9][C:10]=2[CH:11]=1.[NH:27]1[CH:32]=[CH:31][CH:30]=[CH:29][C:28]1=[O:33].CNCCNC.P([O-])([O-])([O-])=O.[K+].[K+].[K+]>[Cu]I.O1CCOCC1>[NH2:12][C:8]1[C:7]2[N:13]=[C:14]([CH2:23][O:24][CH2:25][CH3:26])[N:15]([CH2:16][CH2:17][CH2:18][O:19][CH:20]([CH3:22])[CH3:21])[C:6]=2[C:5]2[CH:4]=[CH:3][C:2]([N:27]3[CH:32]=[CH:31][CH:30]=[CH:29][C:28]3=[O:33])=[CH:11][C:10]=2[N:9]=1 |f:3.4.5.6|. Reported procedure: 7-Bromo-2-ethoxymethyl-1-(3-isopropoxypropyl)-1H-imidazo[4,5-c]quinolin-4-amine (0.75 g), 2(1H)-pyridone (0.20 g), copper(I) iodide (68 mg), N,N′-dimethylethylenediamine (75 μL), potassium phosphate (0.79 g) and dioxane (2.7 mL) were added to a scintillation vial. The vial was flushed with nitrogen, sealed with a Teflon-lined cap, placed in an oil bath, and heated to 110° C. for 60 hours. The reaction was cooled to ambient temperature, diluted with chloroform and filtered through a bed of CELITE... The reactants are C(N)(OCCCCCC(C)C)=O (isooctyl carbamate), C(CCCCC(C)C)O (isooctanol), C1(=CC=CC=C1)P(C1=CC=CC=C1)C1=CC=CC=C1 (triphenylphosphine), [H-].C(C(C)C)[Al+]CC(C)C (diisobutyl-aluminium hydride), C(CCCCC(C)C)O (isooctanol). Run in C1(=CC=CC=C1)C (toluene). Run at temperature 270 celsius. Product: 81.5, C(OCCCCCC(C)C)(OCCCCCC(C)C)=O (diisooctyl carbonate). Isolated yield 92.3%. As a reaction SMILES: [C:1](=[O:12])([O:3][CH2:4][CH2:5][CH2:6][CH2:7][CH2:8][CH:9]([CH3:11])[CH3:10])N.[CH2:13]([OH:21])[CH2:14][CH2:15][CH2:16][CH2:17][CH:18]([CH3:20])[CH3:19].C1(P(C2C=CC=CC=2)C2C=CC=CC=2)C=CC=CC=1.[H-].C([Al+]CC(C)C)C(C)C>C1(C)C=CC=CC=1>[C:1](=[O:12])([O:21][CH2:13][CH2:14][CH2:15][CH2:16][CH2:17][CH:18]([CH3:20])[CH3:19])[O:3][CH2:4][CH2:5][CH2:6][CH2:7][CH2:8][CH:9]([CH3:11])[CH3:10] |f:3.4|. Procedure: 30.94 g of isooctyl carbamate, 48.90 g of isooctanol, 0.40 g of triphenylphosphine and 2.0 ml of a 20% strength solution of diisobutyl-aluminium hydride in toluene were warmed together, whilst stirring. The mixture started to boil at about 165° C. The mixture was now heated in such a way that a continuous reflux of isooctanol was set up in a Vigreux column (jacket length 30 cm) fitted on the reaction vessel. The temperature was raised continuously to 270° C. over a period of 7 hours; after that ...